Dataset: the Open Reaction Database (ORD), a public repository of structured organic reaction records. Task: describe an organic reaction: reactants, conditions, products, and yield Reactants: [OH-].[K+] (potassium hydroxide), COC1=CC=C(C=C1)C(CC(C(=O)OCC)CC(C)=O)=O (ethyl 2-[2-(4-methoxyphenyl)-2-oxoethyl]-4-oxopentanoate), [OH-].[K+] (potassium hydroxide), [OH-].[K+] (potassium hydroxide), [OH-].[K+] (potassium hydroxide). Solvent: O (water). The product is COC1=CC=C(C=C1)C1=CC(CC1)=O (3-(4-methoxyphenyl)-2-cyclopenten-1-one). The yield is 64.4%. As a reaction SMILES: [CH3:1][O:2][C:3]1[CH:8]=[CH:7][C:6]([C:9](=O)[CH2:10][CH:11]([CH2:17][C:18](=O)C)C(OCC)=O)=[CH:5][CH:4]=1.[OH-:22].[K+]>O>[CH3:1][O:2][C:3]1[CH:4]=[CH:5][C:6]([C:9]2[CH2:10][CH2:11][C:17](=[O:22])[CH:18]=2)=[CH:7][CH:8]=1 |f:1.2|. Reported procedure: To ethyl 2-[2-(4-methoxyphenyl)-2-oxoethyl]-4-oxopentanoate (26.2 g) there was added 1000 ml of 1% aqueous potassium hydroxide solution, and the mixture was refluxed for an hour. Next, potassium hydroxide was added so that the aqueous potassium hydroxide solution reached a concentration of 10% (adding a solution of 146 g of potassium hydroxide in 200 ml of water), and the mixture was further refluxed for 2 hours. After allowing the reaction solution to cool, extraction was performed with ethyl a... The reactants are COC1=C(CNC2=NC=NS2)C=CC(=C1)OC (N-(2,4-dimethoxybenzyl)-1,2,4-thiadiazol-5-amine), ClC=1C=CC(=C(C1)C1=NNC(C2=CC(=CC=C12)S(=O)(=O)OC1=C(C(=C(C(=C1F)F)F)F)F)=O)OC (perfluorophenyl 1-(5-chloro-2-methoxyphenyl)-4-oxo-3,4-dihydrophthalazine-6-sulfonate), C[Si](C)(C)[N-][Si](C)(C)C.[Li+] (lithium bis(trimethylsilyl)amide). Run in C1CCOC1 (THF), C1CCOC1 (THF). Reaction conditions: temperature -78 celsius, time 15 minute. The product is ClC=1C=CC(=C(C1)C1=NNC(C2=CC(=CC=C12)S(=O)(=O)N(C1=NC=NS1)CC1=C(C=C(C=C1)OC)OC)=O)OC (1-(5-chloro-2-methoxyphenyl)-N-(2,4-dimethoxybenzyl)-4-oxo-N-(1,2,4-thiadiazol-5-yl)-3,4-dihydrophthalazine-6-sulfonamide). Yield: 33.7%. As a reaction SMILES: [CH3:1][O:2][C:3]1[CH:15]=[C:14]([O:16][CH3:17])[CH:13]=[CH:12][C:4]=1[CH2:5][NH:6][C:7]1[S:11][N:10]=[CH:9][N:8]=1.C[Si]([N-][Si](C)(C)C)(C)C.[Li+].[Cl:28][C:29]1[CH:30]=[CH:31][C:32]([O:61][CH3:62])=[C:33]([C:35]2[C:44]3[C:39](=[CH:40][C:41]([S:45](OC4C(F)=C(F)C(F)=C(F)C=4F)(=[O:47])=[O:46])=[CH:42][CH:43]=3)[C:38](=[O:60])[NH:37][N:36]=2)[CH:34]=1>C1COCC1>[Cl:28][C:29]1[CH:30]=[CH:31][C:32]([O:61][CH3:62])=[C:33]([C:35]2[C:44]3[C:39](=[CH:40][C:41]([S:45]([N:6]([CH2:5][C:4]4[CH:12]=[CH:13][C:14]([O:16][CH3:17])=[CH:15][C:3]=4[O:2][CH3:1])[C:7]4[S:11][N:10]=[CH:9][N:8]=4)(=[O:47])=[O:46])=[CH:42][CH:43]=3)[C:38](=[O:60])[NH:37][N:36]=2)[CH:34]=1 |f:1.2|. Procedure: A vial was charged with N-(2,4-dimethoxybenzyl)-1,2,4-thiadiazol-5-amine (70.7 mg, 0.282 mmol) and THF (938 μl). The resulting solution was cooled to −78° C. for 10 min. Then lithium bis(trimethylsilyl)amide (1M in THF) (413 μl, 0.413 mmol) was added drop wise. The vial was removed from the cold bath temporarily to ensure complete deprotonation of PMB-aminothiadiazole. When the suspension became homogenous, the reaction was cooled back down to −78° C. Then perfluorophenyl 1-(5-chloro-2-methoxyph... Starting materials: N1=CC=CC=C1 (pyridine), N1=CC=CC=C1 (pyridine), FC=1C=C(NC2=CC=CC=C2)C=CC1 (3-fluoro-N-phenylaniline), ClC(Cl)(OC(OC(Cl)(Cl)Cl)=O)Cl (triphosgene). The solvent is ClCCl (dichloromethane), ClCCl (dichloromethane). Reaction conditions: temperature 5 celsius, time 1 hour. Product: FC=1C=C(C=CC1)N(C(=O)Cl)C1=CC=CC=C1 (3-Fluorophenyl(phenyl)carbamic Chloride). RXN SMILES: [F:1][C:2]1[CH:3]=[C:4]([CH:12]=[CH:13][CH:14]=1)[NH:5][C:6]1[CH:11]=[CH:10][CH:9]=[CH:8][CH:7]=1.[Cl:15][C:16](Cl)([O:18]C(=O)OC(Cl)(Cl)Cl)Cl.N1C=CC=CC=1>ClCCl>[F:1][C:2]1[CH:3]=[C:4]([N:5]([C:6]2[CH:11]=[CH:10][CH:9]=[CH:8][CH:7]=2)[C:16]([Cl:15])=[O:18])[CH:12]=[CH:13][CH:14]=1. Reported procedure: A 3 liter three-neck mechanically stirred flask under N2 containing a solution of 3-fluoro-N-phenylaniline (86 g, 460 mmol) in 1.2 L dichloromethane was cooled in an ice bath to 0° C., and then triphosgene (150 g, 505 mmol) was added. A solution of pyridine (52 mL, 640 mmol) in dichloromethane (200 mL) was added in a dropwise fashion. Initial addition resulted in a temperature spike to 25° C. after the first 10 mL had been added over 10 min. The addition was paused, and the reaction mixture was ... Reactants: Cl.C1(=CC=CC=C1)CCC(=O)N1CCNCC1 (1-(3-Phenylpropanoyl)piperazine hydrochloride), C(=O)(N1C=NC=C1)N1C=NC=C1 (1,1′-carbonyldiimidazole). The solvent is C(C)#N (acetonitrile). Reaction conditions: time 3 hour. Product: N1(C=NC=C1)C(=O)N1CCN(CC1)C(CCC1=CC=CC=C1)=O (1-(1H-imidazol-1-ylcarbonyl)-4-(3-phenylpropanoyl)piperazine). The yield is 92.2%. RXN SMILES: Cl.[C:2]1([CH2:8][CH2:9][C:10]([N:12]2[CH2:17][CH2:16][NH:15][CH2:14][CH2:13]2)=[O:11])[CH:7]=[CH:6][CH:5]=[CH:4][CH:3]=1.[C:18](N1C=CN=C1)([N:20]1[CH:24]=[CH:23][N:22]=[CH:21]1)=[O:19]>C(#N)C>[N:20]1([C:18]([N:15]2[CH2:14][CH2:13][N:12]([C:10](=[O:11])[CH2:9][CH2:8][C:2]3[CH:7]=[CH:6][CH:5]=[CH:4][CH:3]=3)[CH2:17][CH2:16]2)=[O:19])[CH:24]=[CH:23][N:22]=[CH:21]1 |f:0.1|. Procedure: 1-(3-Phenylpropanoyl)piperazine hydrochloride (1.0 g) was dissolved in acetonitrile, and 1,1′-carbonyldiimidazole (950 mg) was added thereto at room temperature, followed by stirring at the same temperature for 3 hours. The reaction mixture was concentrated under reduced pressure, and water was added to the residue, followed by extraction with chloroform. The organic layer was washed with saturated brine and dried over anhydrous sodium sulfate, and the solvent was evaporated. The residue was pur... Reactants: C=CCCC(=O)OCC, COCCOC, CCOCC, O=C(Cl)C(Cl)(Cl)Cl, [Cu], [Zn]. Yields the product CCOC(=O)CCC1CC(=O)C1(Cl)Cl. As a reaction SMILES: [CH2:1]([CH3:2])[O:3][C:4]([CH2:5][CH2:6][CH:7]=[CH2:8])=[O:9].[CH3:10][O:11][CH2:12][CH2:13][O:14][CH3:15].[CH3:23][CH2:24][O:25][CH2:26][CH3:27].[Cl:16][C:17]([C:18](=[O:19])[Cl:21])([Cl:20])[Cl:22].[Cu:28].[Zn:29]>>[CH2:1]([CH3:2])[O:3][C:4]([CH2:5][CH2:6][CH:7]1[CH2:8][C:18](=[O:19])[C:17]1([Cl:16])[Cl:22])=[O:9]. Reported procedure: A solution of the 1,2,3,4-tetrahydroquinoxalin-2-one (IV, 5.51 g) and THF (55 ml) is cooled to -40°, and potassium tert-butoxide (1.0M in THF, 34.8 ml) is added dropwise over 5 min. The mixture is allowed to warm to -20° over 1 hr. DMF (10 ml) and THF (40 ml) are added to the resultant solid, allowing the mixture to stir. The mixture is cooled to -50°, and diethyl chlorophosphate (5.02 ml) is added dropwise over 5 min. The mixture is allowed to warm to -20° over 1 hr. The mixture is cooled to -7... Reactants: CN(C)C=O (DMF), N#[C-].O1N=NC=C1 (oxadiazole isocyanide), CC(C)([O-])C.[K+] (Potassium tert-butoxide), CC(C)([O-])C.[K+] (potassium tert-butoxide), P(=O)(OCC)(OCC)Cl (diethyl chlorophosphate), C(C1=CC=CC=C1)(=O)N1CC(NC2=CC=CC=C12)=O (4-benzoyl-1,2,3,4-tetrahydroquinoxalin-2-one). The product is C1(CC1)C1=NC(=NO1)C=1N=CN2C1CNC1=CC=CC=C21 (3-(5-Cyclopropyl-1,2,4-oxadiazol-3-yl)-4,5-dihydroimidazo[1,5-a]quinoxaline). RXN SMILES: [C:1]([N:9]1[C:18]2[C:13](=[CH:14][CH:15]=[CH:16][CH:17]=2)[NH:12][C:11](=O)[CH2:10]1)(=O)C1C=CC=CC=1.[CH3:20][C:21]([CH3:24])([O-])C.[K+].P(Cl)(OCC)(OCC)=O.[N:35]#[C-].O1[CH:41]=[CH:40][N:39]=N1.C[N:43]([CH:45]=[O:46])C>C1COCC1>[CH:24]1([C:45]2[O:46][N:35]=[C:41]([C:40]3[N:39]=[CH:1][N:9]4[C:18]5[C:13](=[CH:14][CH:15]=[CH:16][CH:17]=5)[NH:12][CH2:11][C:10]=34)[N:43]=2)[CH2:21][CH2:20]1 |f:1.2,4.5|. Run in C1CCOC1 (THF), C1CCOC1 (THF).